From a dataset of the Open Reaction Database (ORD), a public repository of structured organic reaction records. describe an organic reaction: reactants, conditions, products, and yield The reactants are ClC1=CC=C(C(=N1)NC1=C(C=CC=C1)OC)[N+](=O)[O-] (6-Chloro-N-(2-methoxyphenyl)-3-nitropyridin-2-amine), ClC1=NC(=CC=C1[N+](=O)[O-])Cl (2,6-Dichloro-3-nitropyridine), O1CCCC1 (tetrahydrofuran), COC=1C(=CC=CC1)N (o-anisidine), C(C)(C)NC(C)C (diisopropylamine), O1CCCC1 (tetrahydrofuran). Procedure details: 6-Chloro-N-(2-methoxyphenyl)-3-nitropyridin-2-amine. 2,6-Dichloro-3-nitropyridine (3.0 g, 15.54 mmol) was dissolved in tetrahydrofuran (50 mL) and cooled to −78° C. A solution of o-anisidine (1.91 g, 15.54 mmol) and diisopropylamine (2.10 g, 16.31 mmol) in tetrahydrofuran (5 mL) was added dropwise. The mixture was stirred at ambient temperature for 16 h. The solution was condensed under reduced pressure and partitioned between water and ethyl acetate (3×), organics were pooled and dried over mag... The product is OC=1C=C(C=CC1)C1=CC=C2C(=N1)N(C(N2)=O)C2=C(C=CC=C2)OC (5-(3-HYDROXYPHENYL)-3-(2-METHOXYPHENYL)-1H-IMIDAZO[4,5-B]PYRIDIN-2(3H)-ONE). Reaction conditions: temperature -78 celsius, time 16 hour. The yield is 81.0%. RXN SMILES: Cl[C:2]1[N:7]=[C:6]([NH:8][C:9]2[CH:14]=[CH:13][CH:12]=[CH:11][C:10]=2[O:15][CH3:16])[C:5]([N+:17]([O-])=O)=[CH:4][CH:3]=1.ClC1C([N+]([O-])=O)=CC=C(Cl)N=1.C[O:32][C:33]1[C:34](N)=[CH:35][CH:36]=[CH:37][CH:38]=1.C(NC(C)C)(C)C.[O:47]1CCC[CH2:48]1>>[OH:32][C:33]1[CH:34]=[C:35]([C:2]2[N:7]=[C:6]3[N:8]([C:9]4[CH:14]=[CH:13][CH:12]=[CH:11][C:10]=4[O:15][CH3:16])[C:48](=[O:47])[NH:17][C:5]3=[CH:4][CH:3]=2)[CH:36]=[CH:37][CH:38]=1.